Dataset: the Open Reaction Database (ORD), a public repository of structured organic reaction records. Task: describe an organic reaction: reactants, conditions, products, and yield The reactants are C(C)OC=1C(N=C(CN1)OCC)CC(C(C)C)CC1=CC2=C(C=CC=C2C=C1)OCCOC (3,6-diethoxy-2-{2-[8-(2-methoxyethoxy)naphthalen-2-ylmethyl]-3-methylbutyl}-2,5-dihydropyrazine), C(C)#N (acetonitrile), Cl (HCl), C([O-])(O)=O.[Na+] (sodium bicarbonate), ice. Procedure: A solution of 1.57 g of 3,6-diethoxy-2-{2-[8-(2-methoxyethoxy)naphthalen-2-ylmethyl]-3-methylbutyl}-2,5-dihydropyrazine in 14 ml of acetonitrile at room temperature is admixed with 14 ml of 1N HCl. After 30 minutes, the reaction mixture is poured into a stirred mixture of 15 ml of saturated aqueous sodium bicarbonate solution and 15 g of ice, and the mixture is extracted with dichloromethane (3×). The combined organic phases are washed with water (3×), dried with sodium sulphate and concentrated... Reaction conditions: time 30 minute. As a reaction SMILES: C([O:3][C:4]1[CH:5]([CH2:13][CH:14]([CH2:18][C:19]2[CH:28]=[CH:27][C:26]3[C:21](=[C:22]([O:29][CH2:30][CH2:31][O:32][CH3:33])[CH:23]=[CH:24][CH:25]=3)[CH:20]=2)[CH:15]([CH3:17])[CH3:16])[N:6]=C(OCC)CN=1)C.Cl.[C:35](=[O:38])(O)[O-].[Na+].[C:40](#N)C>>[NH2:6][CH:5]([CH2:13][CH:14]([CH2:18][C:19]1[CH:28]=[CH:27][C:26]2[C:21](=[C:22]([O:29][CH2:30][CH2:31][O:32][CH3:33])[CH:23]=[CH:24][CH:25]=2)[CH:20]=1)[CH:15]([CH3:16])[CH3:17])[C:4]([O:38][CH2:35][CH3:40])=[O:3] |f:2.3|. The product is NC(C(=O)OCC)CC(C(C)C)CC1=CC2=C(C=CC=C2C=C1)OCCOC (Ethyl 2-amino-4-[8-(2-methoxyethoxy)naphthalen-2-ylmethyl]-5-methylhexanoate). The reactants are C(C1=CC=CC=C1)C=1OC2=C(C1C1=CC=C(C=C1)C1=CC=C(C=C1)O)C=CC=C2 (4′-(2-benzyl-benzofuran-3-yl)-biphenyl-4-ol), COC([C@@H](O)CC1=CC=CC=C1)=O ((S)-(−)-3-phenyllactic acid methyl ester). The product is C(C1=CC=CC=C1)C=1OC2=C(C1C1=CC=C(C=C1)C1=CC=C(C=C1)O[C@@H](C(=O)O)CC1=CC=CC=C1)C=CC=C2 ((2R)-2-[4′-(2-Benzyl-benzofuran-3-yl)-biphenyl-4-yloxy]-3-phenyl-propionic acid). Reaction SMILES: [CH2:1]([C:8]1[O:9][C:10]2[CH:29]=[CH:28][CH:27]=[CH:26][C:11]=2[C:12]=1[C:13]1[CH:18]=[CH:17][C:16]([C:19]2[CH:24]=[CH:23][C:22]([OH:25])=[CH:21][CH:20]=2)=[CH:15][CH:14]=1)[C:2]1[CH:7]=[CH:6][CH:5]=[CH:4][CH:3]=1.C[O:31][C:32](=[O:42])[C@H:33]([CH2:35][C:36]1[CH:41]=[CH:40][CH:39]=[CH:38][CH:37]=1)O>>[CH2:1]([C:8]1[O:9][C:10]2[CH:29]=[CH:28][CH:27]=[CH:26][C:11]=2[C:12]=1[C:13]1[CH:18]=[CH:17][C:16]([C:19]2[CH:24]=[CH:23][C:22]([O:25][C@H:33]([CH2:35][C:36]3[CH:41]=[CH:40][CH:39]=[CH:38][CH:37]=3)[C:32]([OH:42])=[O:31])=[CH:21][CH:20]=2)=[CH:15][CH:14]=1)[C:2]1[CH:3]=[CH:4][CH:5]=[CH:6][CH:7]=1. Reported procedure: The title compound was prepared from 4′-(2-benzyl-benzofuran-3-yl)-biphenyl-4-ol, and (S)-(−)-3-phenyllactic acid methyl ester, in substantially the same manner, as described in Example 1, steps g-h, and was obtained as a white solid, mp 167-169° C.; MS m/e 524 (M+); Starting materials: O=C([O-])O, C1CCOC1, O=C(Cl)OCc1ccccc1, ClCCl, [Na+], Nc1cc(F)c(-c2cccnc2)c(F)c1. Product: O=C(Nc1cc(F)c(-c2cccnc2)c(F)c1)OCc1ccccc1. RXN SMILES: [C:16](=[O:17])([OH:18])[O-:19].[CH2:21]1[O:22][CH2:23][CH2:24][CH2:25]1.[CH2:26]([c:27]1[cH:28][cH:29][cH:30][cH:31][cH:32]1)[O:33][C:34](=[O:35])[Cl:36].[CH2:37]([Cl:38])[Cl:39].[Na+:20].[n:1]1[cH:2][c:3](-[c:7]2[c:8]([F:15])[cH:9][c:10]([NH2:11])[cH:12][c:13]2[F:14])[cH:4][cH:5][cH:6]1>>[n:1]1[cH:2][c:3](-[c:7]2[c:8]([F:15])[cH:9][c:10]([NH:11][C:34]([O:33][CH2:26][c:27]3[cH:28][cH:29][cH:30][cH:31][cH:32]3)=[O:35])[cH:12][c:13]2[F:14])[cH:4][cH:5][cH:6]1. The reactants are C([O-])([O-])=O.[K+].[K+] (potassium carbonate), NCCCCCCCCCCNC1=NC(=NC(=N1)OCC(F)(F)F)NC1=CC=C(C(=O)OC)C=C1 (methyl 4-(4-(10-aminodecylamino)-6-(2,2,2-trifluoroethoxy)-1,3,5-triazin-2-ylamino)benzoate), Cl (HCl). The solvent is O (water), CC(=O)C (acetone). Product: NCCCCCCCCCCNC1=NC(=NC(=N1)OCC(F)(F)F)NC1=CC=C(C(=O)O)C=C1 (4-(4-(10-aminodecylamino)-6-(2,2,2-trifluoroethoxy)-1,3,5-triazin-2-ylamino)benzoic acid). Isolated yield 25.7%. As a reaction SMILES: [NH2:1][CH2:2][CH2:3][CH2:4][CH2:5][CH2:6][CH2:7][CH2:8][CH2:9][CH2:10][CH2:11][NH:12][C:13]1[N:18]=[C:17]([O:19][CH2:20][C:21]([F:24])([F:23])[F:22])[N:16]=[C:15]([NH:25][C:26]2[CH:35]=[CH:34][C:29]([C:30]([O:32]C)=[O:31])=[CH:28][CH:27]=2)[N:14]=1.C(=O)([O-])[O-].[K+].[K+].Cl>CC(C)=O.O>[NH2:1][CH2:2][CH2:3][CH2:4][CH2:5][CH2:6][CH2:7][CH2:8][CH2:9][CH2:10][CH2:11][NH:12][C:13]1[N:18]=[C:17]([O:19][CH2:20][C:21]([F:22])([F:23])[F:24])[N:16]=[C:15]([NH:25][C:26]2[CH:27]=[CH:28][C:29]([C:30]([OH:32])=[O:31])=[CH:34][CH:35]=2)[N:14]=1 |f:1.2.3|. Reported procedure: To a suspension of methyl 4-(4-(10-aminodecylamino)-6-(2,2,2-trifluoroethoxy)-1,3,5-triazin-2-ylamino)benzoate (0.1 g) in acetone (6 mL) was added potassium carbonate in water (6.00 mL). The mixture was heated to reflux overnight. After cooling to r.t., the reaction solution was acidified with 1N HCl to pH=3. All solvens were removed under vacuum. The residue was purified by prep. HPLC to give 4-(4-(10-aminodecylamino)-6-(2,2,2-trifluoroethoxy)-1,3,5-triazin-2-ylamino)benzoic acid (25 mg). Starting materials: ClC1=NC(=NC(=N1)NCCCOC)NCCO (2-chloro-4-(3-methoxypropylamino)-6-(2-hydroxyethylamino)-s-triazine), CN=C=O (methyl isocyanate). Reagents/catalysts: C(C)N(CC)CC (triethylamine). Solvent: CN(C=O)C (dimethylformamide). Product: ClC1=NC(=NC(=N1)NCCCOC)NCCOC(NC)=O (2-Chloro-4-(3-Methoxypropylamino)-6-(2-[ Methylcarbamyloxy]ethylamino)-s-Triazine). Reaction SMILES: [Cl:1][C:2]1[N:7]=[C:6]([NH:8][CH2:9][CH2:10][CH2:11][O:12][CH3:13])[N:5]=[C:4]([NH:14][CH2:15][CH2:16][OH:17])[N:3]=1.[CH3:18][N:19]=[C:20]=[O:21]>C(N(CC)CC)C.CN(C)C=O>[Cl:1][C:2]1[N:7]=[C:6]([NH:8][CH2:9][CH2:10][CH2:11][O:12][CH3:13])[N:5]=[C:4]([NH:14][CH2:15][CH2:16][O:17][C:20](=[O:21])[NH:19][CH3:18])[N:3]=1. Procedure: A solution of 5 g 2-chloro-4-(3-methoxypropylamino)-6-(2-hydroxyethylamino)-s-triazine, 1.2 g methyl isocyanate and 10 drops triethylamine in 20 ml dimethylformamide was heated at 100° C. for 2 hours. The dimethylformamide was removed by distillation and the resulting residue was slurried with ether and filtered to give the product as a white powder. The melting point and elemental analysis on the product are tabulated in Table I. Starting materials: ClC1=C(C(=CC=C1F)Cl)[C@@H](C)OC=1C2=C(C=NC1N)C(=CO2)C=2CCNCC2 (7-[(R)-1-(2,6-Dichloro-3-fluorophenyl)ethoxy]-3-(1,2,3,6-tetrahydropyridin-4-yl)furo[3,2-c]pyridin-6-ylamine), CCN(C(C)C)C(C)C (DIPEA), CN(C)C=O (DMF), BrCC#N (Bromoacetonitrile), N (NH3). Run in CO (methanol). Conditions: temperature 0 celsius, time 2 hour. The product is NC1=C(C2=C(C=N1)C(=CO2)C=2CCN(CC2)CC#N)O[C@H](C)C2=C(C(=CC=C2Cl)F)Cl ((4-{6-Amino-7-[(R)-1-(2,6-dichloro-3-fluorophenyl)ethoxy]furo[3,2-c]pyridin-3-yl}-3,6-dihydro-2H-pyridin-1-yl)acetonitrile). As a reaction SMILES: [Cl:1][C:2]1[C:7]([F:8])=[CH:6][CH:5]=[C:4]([Cl:9])[C:3]=1[C@H:10]([O:12][C:13]1[C:14]2[O:22][CH:21]=[C:20]([C:23]3[CH2:24][CH2:25][NH:26][CH2:27][CH:28]=3)[C:15]=2[CH:16]=[N:17][C:18]=1[NH2:19])[CH3:11].[CH3:29][CH2:30][N:31](C(C)C)C(C)C.CN(C=O)C.BrCC#N.N>CO>[NH2:19][C:18]1[N:17]=[CH:16][C:15]2[C:20]([C:23]3[CH2:24][CH2:25][N:26]([CH2:29][C:30]#[N:31])[CH2:27][CH:28]=3)=[CH:21][O:22][C:14]=2[C:13]=1[O:12][C@@H:10]([C:3]1[C:4]([Cl:9])=[CH:5][CH:6]=[C:7]([F:8])[C:2]=1[Cl:1])[CH3:11]. Procedure: 7-[(R)-1-(2,6-Dichloro-3-fluorophenyl)ethoxy]-3-(1,2,3,6-tetrahydropyridin-4-yl)furo[3,2-c]pyridin-6-ylamine (10.0 mg, 0.0237 mmol), DIPEA (16.5 μL, 0.0947 mmol) and DMF (1.00 mL, 12.9 mmol) were mixed. Bromoacetonitrile (1.7 μL, 0.026 mmol) was added at last at 0° C. The mixture was stirred at 0° C. for 2 hours. Crude was passed through SCX-2 SPE, and the product was released by 2 M NH3 in methanol and purified on the MDPS. MS (ES+): m/z 461.03/463.05 (100/81) [MH+]. HPLC: tR=0.83 min (HPLC-ACQ... The reactants are ClCCl, O=[Cr](=O)([O-])Cl, c1cc[nH+]cc1, OC(c1ccsc1)c1ccsc1. Yields the product O=C(c1ccsc1)c1ccsc1. Reaction SMILES: [Cl:24][CH2:25][Cl:26].[O:13]=[Cr:14]([Cl:15])([O-:16])=[O:17].[nH+:18]1[cH:19][cH:20][cH:21][cH:22][cH:23]1.[s:1]1[cH:2][c:3]([CH:6]([OH:7])[c:8]2[cH:9][s:10][cH:11][cH:12]2)[cH:4][cH:5]1>>[s:1]1[cH:2][c:3]([C:6](=[O:7])[c:8]2[cH:9][s:10][cH:11][cH:12]2)[cH:4][cH:5]1. As a reaction SMILES: [Cl:1][C:2]1[CH:7]=[CH:6][C:5]([C:8]2[CH:13]=[CH:12][C:11]([S:14]([OH:17])(=O)=[O:15])=[CH:10][CH:9]=2)=[CH:4][CH:3]=1.CN(C)C=O.S(Cl)([Cl:25])=O>>[Cl:1][C:2]1[CH:7]=[CH:6][C:5]([C:8]2[CH:13]=[CH:12][C:11]([S:14]([Cl:25])(=[O:17])=[O:15])=[CH:10][CH:9]=2)=[CH:4][CH:3]=1. Procedure: To a solution of 4′-chlorobiphenyl-4-sulfonic acid 12a (15.1 g ,78.1 mmol)in thionyl chloride (150 mL) is added a catalytic amount of N,N-dimethylformamide (0.3 mL). The reaction mixture is heated to reflux for 4 hr. The mixture is then cooled to room temperature, and concentrated under reduced pressure. Toluene is then added and the mixture is concentrated under reduced pressure. The solid crude product is then recrystallized with ethyl acetate and hexanes to give the solid desired product. The product is ClC1=CC=C(C=C1)C1=CC=C(C=C1)S(=O)(=O)Cl (4′-Chlorobiphenyl-4-sulfonyl chloride). Reactants: ClC1=CC=C(C=C1)C1=CC=C(C=C1)S(=O)(=O)O (4′-chlorobiphenyl-4-sulfonic acid), CN(C=O)C (N,N-dimethylformamide), S(=O)(Cl)Cl (thionyl chloride). The product is CC(N)c1ccc(F)cc1-c1cc(F)ccc1F. Starting materials: [BH3-]C#N, CC(=O)[O-], CO, CC(=O)c1ccc(F)cc1-c1cc(F)ccc1F, [NH4+], [Na+]. RXN SMILES: [C:24](#[N:25])[BH3-:26].[CH3:20][C:21](=[O:22])[O-:23].[CH3:28][OH:29].[F:1][c:2]1[c:3](-[c:9]2[c:10]([C:16]([CH3:17])=[O:18])[cH:11][cH:12][c:13]([F:15])[cH:14]2)[cH:4][c:5]([F:8])[cH:6][cH:7]1.[NH4+:19].[Na+:27]>>[F:1][c:2]1[c:3](-[c:9]2[c:10]([CH:16]([CH3:17])[NH2:25])[cH:11][cH:12][c:13]([F:15])[cH:14]2)[cH:4][c:5]([F:8])[cH:6][cH:7]1.